Dataset: the Open Reaction Database (ORD), a public repository of structured organic reaction records. Task: describe an organic reaction: reactants, conditions, products, and yield Starting materials: Cl.BrC1=CC=C(C=C1)NN (4-bromophenylhydrazine hydrochloride), C(C)(=O)C=1C=NC=CC1 (3-acetylpyridine). Run in C(C)O (ethanol). Conditions: temperature 90 celsius, time 3 hour. Yields the product Cl.BrC1=CC=C(C=C1)N\N=C(\C)/C=1C=NC=CC1 (N-(4-bromo-phenyl)-N′-[1-pyridin-3-yl-eth-(Z)-ylidene]-hydrazine hydrochloride). Reaction SMILES: [ClH:1].[Br:2][C:3]1[CH:8]=[CH:7][C:6]([NH:9][NH2:10])=[CH:5][CH:4]=1.[C:11]([C:14]1[CH:15]=[N:16][CH:17]=[CH:18][CH:19]=1)(=O)[CH3:12]>C(O)C>[ClH:1].[Br:2][C:3]1[CH:8]=[CH:7][C:6]([NH:9]/[N:10]=[C:11](\[C:14]2[CH:15]=[N:16][CH:17]=[CH:18][CH:19]=2)/[CH3:12])=[CH:5][CH:4]=1 |f:0.1,4.5|. Procedure: To a solution of 4-bromophenylhydrazine hydrochloride (11.5 g, 50 mmol) in anhydrous ethanol (200 mL) is added 3-acetylpyridine (6.1 g, 50 mmol). The mixture is heated to 90° C. and stirred for 3 h, cooled to room temperature and filtered through a sintered glass funnel. The solid is washed with ethanol and placed under high vacuum overnight to give N-(4-bromo-phenyl)-N′-[1-pyridin-3-yl-eth-(Z)-ylidene]-hydrazine hydrochloride as a yellow solid. Reactants: CC(C)(C)OC(=O)n1cc2c(n1)NC(CBr)=C(C#N)C2c1ccccc1Cl, C1COCCN1, [H-], [Na+], CN(C)C=O, O. The product is CC(C)(C)OC(=O)n1cc2c(n1)NC(CN1CCOCC1)=C(C#N)C2c1ccccc1Cl. Reaction SMILES: [Br:9][CH2:10][C:11]1=[C:12]([C:34]#[N:35])[CH:13]([c:27]2[c:28]([Cl:33])[cH:29][cH:30][cH:31][cH:32]2)[c:14]2[c:15]([n:17][n:18]([C:20](=[O:21])[O:22][C:23]([CH3:24])([CH3:25])[CH3:26])[cH:19]2)[NH:16]1.[CH2:3]1[CH2:4][O:5][CH2:6][CH2:7][NH:8]1.[H-:1].[Na+:2].[O:37]=[CH:38][N:39]([CH3:40])[CH3:41].[OH2:36]>>[CH2:3]1[CH2:4][O:5][CH2:6][CH2:7][N:8]1[CH2:10][C:11]1=[C:12]([C:34]#[N:35])[CH:13]([c:27]2[c:28]([Cl:33])[cH:29][cH:30][cH:31][cH:32]2)[c:14]2[c:15]([n:17][n:18]([C:20](=[O:21])[O:22][C:23]([CH3:24])([CH3:25])[CH3:26])[cH:19]2)[NH:16]1. The reactants are COC(\C=C\C=1C=C2C(CC3(CN(CCC3)C3CCCC3)OC2=CC1)=O)=O ((±)-(E)-3-[1′-Cyclopentyl-4-oxo-spiro(chromane-2,3′-piperidine)-6-yl]-acrylic acid methyl ester), [OH-].[Na+] (NaOH). The product is C1(CCCC1)N1CC2(CCC1)OC1=CC=C(C=C1C(C2)=O)/C=C/C(=O)O ((±)-(E)-3-[1′-cyclopentyl-4-oxo-spiro(chromane-2,3′-piperidine)-6-yl]-acrylic acid). RXN SMILES: C[O:2][C:3](=[O:27])/[CH:4]=[CH:5]/[C:6]1[CH:7]=[C:8]2[C:23](=[CH:24][CH:25]=1)[O:22][C:11]1([CH2:16][CH2:15][CH2:14][N:13]([CH:17]3[CH2:21][CH2:20][CH2:19][CH2:18]3)[CH2:12]1)[CH2:10][C:9]2=[O:26].[OH-].[Na+]>>[CH:17]1([N:13]2[CH2:14][CH2:15][CH2:16][C:11]3([CH2:10][C:9](=[O:26])[C:8]4[C:23](=[CH:24][CH:25]=[C:6](/[CH:5]=[CH:4]/[C:3]([OH:27])=[O:2])[CH:7]=4)[O:22]3)[CH2:12]2)[CH2:21][CH2:20][CH2:19][CH2:18]1 |f:1.2|. Procedure: (±)-(E)-3-[1′-Cyclopentyl-4-oxo-spiro(chromane-2,3′-piperidine)-6-yl]-acrylic acid methyl ester (260 mg, 0.704 mmol) was treated with 1 M NaOH according to the procedure described in Example 16 STEP B to give (±)-(E)-3-[1′-cyclopentyl-4-oxo-spiro(chromane-2,3′-piperidine)-6-yl]-acrylic acid. The acid was treated with NH2OTHP according to the procedure described in Example 16, Step C, giving (±)-(E)-3-[1′-cyclopentyl-4-oxo-spiro(chromane-2,3′-piperidine)-6-yl]-N-(tetrahydro-pyran-2-yloxy)-acrylam... Reactants: F[B-](F)(F)F.ClC1=C(C[S+](CC2=C(C=CC=C2Cl)Cl)CC2=C(C=CC=C2Cl)Cl)C(=CC=C1)Cl (tris(2,6-dichlorobenzyl)sulfonium tetrafluoroborate), F[Sb-](F)(F)(F)(F)F.[Na+] (sodium hexafluoroantimonate). Solvent: C(Cl)Cl (methylene chloride). Conditions: temperature 30 celsius. The product is F[Sb-](F)(F)(F)(F)F.ClC1=C(C[S+](CC2=C(C=CC=C2Cl)Cl)CC2=C(C=CC=C2Cl)Cl)C(=CC=C1)Cl (tris(2,6-dichlorobenzyl)sulfonium hexafluoroantimonate). Yield: 67.4%. Reaction SMILES: F[B-](F)(F)F.[Cl:6][C:7]1[CH:32]=[CH:31][CH:30]=[C:29]([Cl:33])[C:8]=1[CH2:9][S+:10]([CH2:20][C:21]1[C:26]([Cl:27])=[CH:25][CH:24]=[CH:23][C:22]=1[Cl:28])[CH2:11][C:12]1[C:17]([Cl:18])=[CH:16][CH:15]=[CH:14][C:13]=1[Cl:19].[F:34][Sb-:35]([F:40])([F:39])([F:38])([F:37])[F:36].[Na+]>C(Cl)Cl>[F:34][Sb-:35]([F:40])([F:39])([F:38])([F:37])[F:36].[Cl:6][C:7]1[CH:32]=[CH:31][CH:30]=[C:29]([Cl:33])[C:8]=1[CH2:9][S+:10]([CH2:20][C:21]1[C:26]([Cl:27])=[CH:25][CH:24]=[CH:23][C:22]=1[Cl:28])[CH2:11][C:12]1[C:17]([Cl:18])=[CH:16][CH:15]=[CH:14][C:13]=1[Cl:19] |f:0.1,2.3,5.6|. Reported procedure: A mixture of 15.0 g (25 mmol) of tris(2,6-dichlorobenzyl)sulfonium tetrafluoroborate in 250 ml of methylene chloride is stirred in a 3-necked flask at about 30° C., until a solution is obtained, and then reacted with sodium hexafluoroantimonate at RT as in Example 9c). Workup of the reaction mixture according to Example 9c) gives 12.6 g (67.4% of theory) of tris(2,6-dichlorobenzyl)sulfonium hexafluoroantimonate in the form of white crystals of melting point 216°-218° C. Starting materials: CC(C)(C)OC(=O)N1CCC(O)(c2ccc(Cl)cc2)C2(CC2)C1, Cl, C1COCCO1. Product: OC1(c2ccc(Cl)cc2)CCNCC12CC2. RXN SMILES: [Cl:1][c:2]1[cH:3][cH:4][c:5]([C:8]2([OH:23])[CH2:9][CH2:10][N:11]([C:16]([O:17][C:18]([CH3:19])([CH3:20])[CH3:21])=[O:22])[CH2:12][C:13]23[CH2:14][CH2:15]3)[cH:6][cH:7]1.[ClH:24].[O:25]1[CH2:26][CH2:27][O:28][CH2:29][CH2:30]1>>[Cl:1][c:2]1[cH:3][cH:4][c:5]([C:8]2([OH:23])[CH2:9][CH2:10][NH:11][CH2:12][C:13]23[CH2:14][CH2:15]3)[cH:6][cH:7]1.